This data is from the Open Reaction Database (ORD), a public repository of structured organic reaction records. The task is: describe an organic reaction: reactants, conditions, products, and yield The reactants are COC=C1CCC(CC1)C1=CC=C(C=C1)CCC1CCC(CC1)CCC (1-[4-(methoxymethylene)cyclohexyl]-4-[2-(4-propylcyclohexyl)ethyl]-benzene), Cl (HCl). Solvent: C1CCOC1 (THF). Product: C(CC)C1CCC(CC1)CCC1=CC=C(C=C1)[C@@H]1CC[C@H](CC1)C=O (trans-4-{4-[2-(4-propylcyclohexyl)ethyl]phenyl}cyclohexane carbaldehyde). Yield: 21.4%. As a reaction SMILES: C[O:2][CH:3]=[C:4]1[CH2:9][CH2:8][CH:7]([C:10]2[CH:15]=[CH:14][C:13]([CH2:16][CH2:17][CH:18]3[CH2:23][CH2:22][CH:21]([CH2:24][CH2:25][CH3:26])[CH2:20][CH2:19]3)=[CH:12][CH:11]=2)[CH2:6][CH2:5]1.Cl>C1COCC1>[CH2:24]([CH:21]1[CH2:20][CH2:19][CH:18]([CH2:17][CH2:16][C:13]2[CH:12]=[CH:11][C:10]([C@H:7]3[CH2:8][CH2:9][C@H:4]([CH:3]=[O:2])[CH2:5][CH2:6]3)=[CH:15][CH:14]=2)[CH2:23][CH2:22]1)[CH2:25][CH3:26]. Procedure: 1-[4-(methoxymethylene)cyclohexyl]-4-[2-(4-propylcyclohexyl)ethyl]-benzene (1.23 g, 2.74 mmol) was refuxed by a mixture of THF and 2N HCl (10 ml) in a volume ratio of 4:1. After reaction termination, the resulting solution was diluted by distilled water (10 ml), extracted by ether extraction (5 ml×2 times), and washed by distilled water (5 ml×2 times). The residue was purified by column chromatography (ethyl acetate:petroleum ether=1:60). The ratio of cis or trans-isomer of the obtained crystal ... The reactants are CCO, Nc1ccccc1, [Na+], [OH-], O=S(=O)(Cl)c1ccccc1. Product: O=S(=O)(Nc1ccccc1)c1ccccc1. As a reaction SMILES: [CH3:20][CH2:21][OH:22].[NH2:1][c:2]1[cH:3][cH:4][cH:5][cH:6][cH:7]1.[Na+:9].[OH-:8].[c:10]1([S:16](=[O:17])(=[O:18])[Cl:19])[cH:11][cH:12][cH:13][cH:14][cH:15]1>>[NH:1]([c:2]1[cH:3][cH:4][cH:5][cH:6][cH:7]1)[S:16]([c:10]1[cH:11][cH:12][cH:13][cH:14][cH:15]1)(=[O:17])=[O:18].